The task is: describe an organic reaction: reactants, conditions, products, and yield. This data is from the Open Reaction Database (ORD), a public repository of structured organic reaction records. The reactants are CCO, CCOC(=O)c1cnn(-c2cc(Nc3cnccn3)nc(NC(C)c3ccc(F)cc3)n2)c1, [Na+], C1CCOC1, [OH-]. Yields the product CC(Nc1nc(Nc2cnccn2)cc(-n2cc(C(=O)O)cn2)n1)c1ccc(F)cc1. Reaction SMILES: [CH3:1][CH2:2][OH:3].[F:6][c:7]1[cH:8][cH:9][c:10]([CH:13]([CH3:14])[NH:15][c:16]2[n:17][c:18]([NH:32][c:33]3[n:34][cH:35][cH:36][n:37][cH:38]3)[cH:19][c:20](-[n:22]3[n:23][cH:24][c:25]([C:27](=[O:28])[O:29][CH2:30][CH3:31])[cH:26]3)[n:21]2)[cH:11][cH:12]1.[Na+:5].[O:39]1[CH2:40][CH2:41][CH2:42][CH2:43]1.[OH-:4]>>[F:6][c:7]1[cH:8][cH:9][c:10]([CH:13]([CH3:14])[NH:15][c:16]2[n:17][c:18]([NH:32][c:33]3[n:34][cH:35][cH:36][n:37][cH:38]3)[cH:19][c:20](-[n:22]3[n:23][cH:24][c:25]([C:27](=[O:28])[OH:29])[cH:26]3)[n:21]2)[cH:11][cH:12]1. Reactants: C([O-])([O-])=O.[Na+].[Na+] (Sodium carbonate), Cl.C(C)OC([C@@H](N)C)=O (alanine ethyl ester hydrochloride), C(C1=CC=CC=C1)Br (benzyl bromide), C(C)#N (acetonitrile). Conditions: time 8 hour. The product is C(C1=CC=CC=C1)N(CCC(=O)OCC)CC1=CC=CC=C1 (ethyl 3-dibenzylaminopropionate). As a reaction SMILES: C(=O)([O-])[O-].[Na+].[Na+].Cl.[CH2:8]([O:10][C:11](=[O:15])[C@H:12]([CH3:14])N)[CH3:9].[CH2:16](Br)[C:17]1[CH:22]=[CH:21][CH:20]=[CH:19][CH:18]=1.[C:24](#[N:26])[CH3:25]>>[CH2:16]([N:26]([CH2:24][C:25]1[CH:21]=[CH:22][CH:17]=[CH:18][CH:19]=1)[CH2:14][CH2:12][C:11]([O:10][CH2:8][CH3:9])=[O:15])[C:17]1[CH:22]=[CH:21][CH:20]=[CH:19][CH:18]=1 |f:0.1.2,3.4|. Reported procedure: Sodium carbonate (21.1 g, 199 mmol) was added to a suspension of fl-alanine ethyl ester hydrochloride (10.2 g, 66.4 mmol) and benzyl bromide (16.2 mL, 136 mmol) in acetonitrile (265 mL). The reaction mixture was stirred at ambient temperature overnight and then filtered through a layer of CELITE filter aid. The filter cake was rinsed with acetonitrile (100 mL). The filtrate was concentrated under reduced pressure to provide 20.28 g of ethyl 3-dibenzylaminopropionate as a pale yellow oil. Reactants: CCOC(=O)CC(C)=O, OC(c1ccc2c(c1)CCCN2)(C(F)(F)F)C(F)(F)F, Cc1ccccc1C. The product is CC(=O)CC(=O)N1CCCc2cc(C(O)(C(F)(F)F)C(F)(F)F)ccc21. RXN SMILES: [C:21]([CH2:22][C:23](=[O:24])[CH3:25])(=[O:26])[O:27][CH2:28][CH3:29].[F:1][C:2]([C:3]([OH:4])([c:5]1[cH:6][c:7]2[c:12]([cH:13][cH:14]1)[NH:11][CH2:10][CH2:9][CH2:8]2)[C:15]([F:16])([F:17])[F:18])([F:19])[F:20].[c:30]1([CH3:31])[c:32]([CH3:33])[cH:34][cH:35][cH:36][cH:37]1>>[F:1][C:2]([C:3]([OH:4])([c:5]1[cH:6][c:7]2[c:12]([cH:13][cH:14]1)[N:11]([C:21]([CH2:22][C:23](=[O:24])[CH3:25])=[O:26])[CH2:10][CH2:9][CH2:8]2)[C:15]([F:16])([F:17])[F:18])([F:19])[F:20]. The reactants are FC1=C(C=C(N)C=C1)[N+](=O)[O-] (4-Fluoro-3-nitro-aniline), C(C)(=O)OC(C)=O (acetic anhydride). Conditions: time 2 hour. Product: FC1=C(C=C(C=C1)NC(C)=O)[N+](=O)[O-] (N-(4-fluoro-3-nitrophenyl)acetamide). Yield: 70.0%. As a reaction SMILES: [F:1][C:2]1[CH:8]=[CH:7][C:5]([NH2:6])=[CH:4][C:3]=1[N+:9]([O-:11])=[O:10].[C:12](OC(=O)C)(=[O:14])[CH3:13]>>[F:1][C:2]1[CH:8]=[CH:7][C:5]([NH:6][C:12](=[O:14])[CH3:13])=[CH:4][C:3]=1[N+:9]([O-:11])=[O:10]. Procedure: 4-Fluoro-3-nitro-aniline (45.0 g, 288.2 mmol) was added portionwise to acetic anhydride (150 mL) at room temperature. The reaction mixture was stirred at room temperature for 2 h. The white solid was collected and dried in vacuo to give the title compound (42.0 g, 70%). 1H NMR (400 MHz, CDCl3): δ 2.23 (s, 3H), 7.26 (m, 1 H), 7.50 (s broad, 1H), 7.87 (m, 1H), 8.23 (dd, J=6.44, 2.73 Hz, 1H). Reactants: CC(C)C[Al+]CC(C)C, Cl, COC(=O)CCc1cnoc1-c1ccc(F)c(F)c1, [H-], C1CCOC1. The product is OCCCc1cnoc1-c1ccc(F)c(F)c1. As a reaction SMILES: [CH2:21]([Al+:22][CH2:23][CH:24]([CH3:25])[CH3:26])[CH:27]([CH3:28])[CH3:29].[ClH:30].[F:1][c:2]1[cH:3][c:4](-[c:9]2[c:10]([CH2:14][CH2:15][C:16](=[O:17])[O:18][CH3:19])[cH:11][n:12][o:13]2)[cH:5][cH:6][c:7]1[F:8].[H-:20].[O:31]1[CH2:32][CH2:33][CH2:34][CH2:35]1>>[F:1][c:2]1[cH:3][c:4](-[c:9]2[c:10]([CH2:14][CH2:15][CH2:16][OH:17])[cH:11][n:12][o:13]2)[cH:5][cH:6][c:7]1[F:8]. Starting materials: [BH4-].[Na+] (NaBH4), C1(=CC=CC=C1)N=C1CC2CCC(CN2CC1)C1=CC=CC=C1 (2-Phenylimino-7-phenylquinolizidine), CCOC(=O)C.CC(=O)C (EtOAc acetone). The solvent is CO (MeOH). Yields the product N(C1=CC=CC=C1)C1CC2CCC(CN2CC1)C1=CC=CC=C1 (2-Anilino-7-phenylquinolizidine). Reaction SMILES: [C:1]1([N:7]=[C:8]2[CH2:17][CH2:16][N:15]3[CH:10]([CH2:11][CH2:12][CH:13]([C:18]4[CH:23]=[CH:22][CH:21]=[CH:20][CH:19]=4)[CH2:14]3)[CH2:9]2)[CH:6]=[CH:5][CH:4]=[CH:3][CH:2]=1.[BH4-].[Na+].CCOC(C)=O.CC(C)=O>CO>[NH:7]([CH:8]1[CH2:17][CH2:16][N:15]2[CH:10]([CH2:11][CH2:12][CH:13]([C:18]3[CH:23]=[CH:22][CH:21]=[CH:20][CH:19]=3)[CH2:14]2)[CH2:9]1)[C:1]1[CH:2]=[CH:3][CH:4]=[CH:5][CH:6]=1 |f:1.2,3.4|. Procedure details: The crude anil (IV) (7.2 g.) was dissolved in MeOH (100 ml.), cooled in an ice bath and then NaBH4 (3.6 g.) added portionwise. The mixture was refluxed for 1 hr. and cooled. The solvent was removed and the residue treated with EtOAc/H2O. The EtOAc extracts were combined, dried over MgSO4 and solvent removed in vacuo. Yield, 6.7 g. The TLC showed two spots (most likely two isomers). The mixture was run through a HPLC using EtOAc/acetone (5:1). The mixture was not easily separated and the main por... Starting materials: COc1ccc(O)cc1OC, COc1cc2nccc(Cl)c2cc1OC. Product: COc1ccc(Oc2ccnc3cc(OC)c(OC)cc23)cc1OC. RXN SMILES: [CH3:16][O:17][c:18]1[cH:19][c:20]([OH:26])[cH:21][cH:22][c:23]1[O:24][CH3:25].[Cl:1][c:2]1[cH:3][cH:4][n:5][c:6]2[cH:7][c:8]([O:14][CH3:15])[c:9]([O:12][CH3:13])[cH:10][c:11]12>>[c:2]1([O:26][c:20]2[cH:19][c:18]([O:17][CH3:16])[c:23]([O:24][CH3:25])[cH:22][cH:21]2)[cH:3][cH:4][n:5][c:6]2[cH:7][c:8]([O:14][CH3:15])[c:9]([O:12][CH3:13])[cH:10][c:11]12. The reactants are FC1=C(C=C(C=C1)OC)C1=C(C=C(C=C1)C(=O)OC)I (Methyl 2′-fluoro-2-iodo-5′-(methyloxy)-1,1′-biphenyl-4-carboxylate), CN(C)C=O (DMF), C[C@@]12C(=C[C@@H](CC1)C2(C)C)B(O)O ((1S,4R)-1,7,7-trimethylbicyclo[2.2.1]hept-2-en-2-ylboronic acid), BB-2567, C([O-])([O-])=O.[K+].[K+] (potassium carbonate). Reagents/catalysts: C=1C=CC(=CC1)[P](C=2C=CC=CC2)(C=3C=CC=CC3)[Pd]([P](C=4C=CC=CC4)(C=5C=CC=CC5)C=6C=CC=CC6)([P](C=7C=CC=CC7)(C=8C=CC=CC8)C=9C=CC=CC9)[P](C=1C=CC=CC1)(C=1C=CC=CC1)C=1C=CC=CC1 (tetrakis(triphenylphosphine)palladium). The solvent is [Cl-].[Na+].O (brine). Reaction conditions: temperature 90 celsius. The product is FC1=C(C=C(C=C1)OC)C1=C(C=C(C=C1)C(=O)OC)C=1[C@@]2(CC[C@H](C1)C2(C)C)C (Methyl 2′-fluoro-5′-(methyloxy)-2-((1R,4R)-1,7,7-trimethylbicyclo[2.2.1]hept-2-en-2-yl)-1,1′-biphenyl-4-carboxylate). The yield is 81.0%. As a reaction SMILES: [F:1][C:2]1[CH:7]=[CH:6][C:5]([O:8][CH3:9])=[CH:4][C:3]=1[C:10]1[CH:15]=[CH:14][C:13]([C:16]([O:18][CH3:19])=[O:17])=[CH:12][C:11]=1I.CN(C=O)C.[CH3:26][C@:27]12[C:33]([CH3:35])([CH3:34])[C@H:30]([CH2:31][CH2:32]1)[CH:29]=[C:28]2B(O)O.C(=O)([O-])[O-].[K+].[K+]>[Cl-].[Na+].O.C1C=CC([P]([Pd]([P](C2C=CC=CC=2)(C2C=CC=CC=2)C2C=CC=CC=2)([P](C2C=CC=CC=2)(C2C=CC=CC=2)C2C=CC=CC=2)[P](C2C=CC=CC=2)(C2C=CC=CC=2)C2C=CC=CC=2)(C2C=CC=CC=2)C2C=CC=CC=2)=CC=1>[F:1][C:2]1[CH:7]=[CH:6][C:5]([O:8][CH3:9])=[CH:4][C:3]=1[C:10]1[CH:15]=[CH:14][C:13]([C:16]([O:18][CH3:19])=[O:17])=[CH:12][C:11]=1[C:28]1[C@@:27]2([CH3:26])[C:33]([CH3:35])([CH3:34])[C@@H:30]([CH:29]=1)[CH2:31][CH2:32]2 |f:3.4.5,6.7.8,^1:51,53,72,91|. Procedure: To a stirred solution of 66.15D (0.200 g, 0.52 mmol) in DMF (4.00 mL, 52 mmol) at 23° C. was added (1S,4R)-1,7,7-trimethylbicyclo[2.2.1]hept-2-en-2-ylboronic acid (0.19 g, 1.0 mmol, commercially available from Combi-Blocks, Cat. No. BB-2567), potassium carbonate (0.21 g, 1.6 mmol), and then tetrakis(triphenylphosphine)palladium (0.060 g, 0.052 mmol). The mixture was heated at 90° C. for 19 hours and then cooled to room temperature. The reaction was diluted with brine and extracted three times wi...